describe an organic reaction: reactants, conditions, products, and yield From a dataset of the Open Reaction Database (ORD), a public repository of structured organic reaction records. The reactants are C(C)N(C(C1=CC=C(C=C1)C(C=1C=CC=C2C=CC=NC12)O)=O)CC (N,N-diethyl-4-[hydroxy(8-quinolinyl)methyl]benzamide), O=S(Cl)Cl (SOCl2). Solvent: C(Cl)Cl (CH2Cl2). Run at temperature 25 celsius, time 30 minute. Product: ClC(C1=CC=C(C(=O)N(CC)CC)C=C1)C=1C=CC=C2C=CC=NC12 (4-[chloro(8-quinolinyl)methyl]-N,N-diethylbenzamide), oil. Isolated yield 100.0%. As a reaction SMILES: [CH2:1]([N:3]([CH2:24][CH3:25])[C:4](=[O:23])[C:5]1[CH:10]=[CH:9][C:8]([CH:11](O)[C:12]2[CH:13]=[CH:14][CH:15]=[C:16]3[C:21]=2[N:20]=[CH:19][CH:18]=[CH:17]3)=[CH:7][CH:6]=1)[CH3:2].O=S(Cl)[Cl:28]>C(Cl)Cl>[Cl:28][CH:11]([C:12]1[CH:13]=[CH:14][CH:15]=[C:16]2[C:21]=1[N:20]=[CH:19][CH:18]=[CH:17]2)[C:8]1[CH:9]=[CH:10][C:5]([C:4]([N:3]([CH2:24][CH3:25])[CH2:1][CH3:2])=[O:23])=[CH:6][CH:7]=1. Procedure: Compound II (2.0 g, 6.6 mmol) was dissolved in dry CH2Cl2 (25 mL) and SOCl2 (0.53 mL, 7.3 mmol) was added. The solution was stirred at 25° C. for 30 min and the solvent was evaporated in vacuo. Compound III was obtained as an oil (˜100%) and used in the next reaction without further purification. Reactants: CC(C)(C)c1ccc(OS(C)(=O)=O)c(C(C)(C)C)c1, CO, O=CO, [Li+], [Li+], O=C([O-])[O-], O. Yields the product CC(C)(C)c1cccc(C(C)(C)C)c1. As a reaction SMILES: [CH3:1][S:2]([O:3][c:6]1[c:7]([C:16]([CH3:17])([CH3:18])[CH3:19])[cH:8][c:9]([C:12]([CH3:13])([CH3:14])[CH3:15])[cH:10][cH:11]1)(=[O:4])=[O:5].[CH3:29][OH:30].[CH:20]([OH:21])=[O:22].[Li+:23].[Li+:24].[O-:25][C:26](=[O:27])[O-:28].[OH2:31]>>[cH:6]1[c:7]([C:16]([CH3:17])([CH3:18])[CH3:19])[cH:8][c:9]([C:12]([CH3:13])([CH3:14])[CH3:15])[cH:10][cH:11]1. Reactants: CN=C=O, ClC(Cl)Cl, CCCc1c(C(=O)C(C)C)c2ccc(N)cc2n1Cc1ccccc1Cl. Yields the product CCCc1c(C(=O)C(C)C)c2ccc(NC(=O)NC)cc2n1Cc1ccccc1Cl. As a reaction SMILES: [CH3:27][N:28]=[C:29]=[O:30].[CH:31]([Cl:32])([Cl:33])[Cl:34].[NH2:1][c:2]1[cH:3][cH:4][c:5]2[c:6]([C:22]([CH:23]([CH3:24])[CH3:25])=[O:26])[c:7]([CH2:19][CH2:20][CH3:21])[n:8]([CH2:11][c:12]3[c:13]([Cl:18])[cH:14][cH:15][cH:16][cH:17]3)[c:9]2[cH:10]1>>[NH:1]([c:2]1[cH:3][cH:4][c:5]2[c:6]([C:22]([CH:23]([CH3:24])[CH3:25])=[O:26])[c:7]([CH2:19][CH2:20][CH3:21])[n:8]([CH2:11][c:12]3[c:13]([Cl:18])[cH:14][cH:15][cH:16][cH:17]3)[c:9]2[cH:10]1)[C:29]([NH:28][CH3:27])=[O:30]. Reactants: N1=CC=CC=C1 (pyridine), CON(C(=O)C1=CC=2C(=NC=CC2)N1)C (N-methoxy-N-methyl-1H-pyrrolo[2,3-b]pyridine-2-carboxamide), FC=1C=C(C=CC1)B(O)O ((3-fluorophenyl)boronic acid), cupric acetate. Run in C(Cl)Cl (methylene chloride). Run at time 8 hour. The product is FC=1C=C(C=CC1)N1C(=CC=2C1=NC=CC2)C(=O)N(C)OC (1-(3-Fluorophenyl)-N-methoxy-N-methyl-1H-pyrrolo[2,3-b]pyridine-2-carboxamide). Yield: 83.5%. Reaction SMILES: [CH3:1][O:2][N:3]([CH3:15])[C:4]([C:6]1[NH:14][C:9]2=[N:10][CH:11]=[CH:12][CH:13]=[C:8]2[CH:7]=1)=[O:5].[F:16][C:17]1[CH:18]=[C:19](B(O)O)[CH:20]=[CH:21][CH:22]=1.N1C=CC=CC=1>C(Cl)Cl>[F:16][C:17]1[CH:22]=[C:21]([N:14]2[C:9]3=[N:10][CH:11]=[CH:12][CH:13]=[C:8]3[CH:7]=[C:6]2[C:4]([N:3]([O:2][CH3:1])[CH3:15])=[O:5])[CH:20]=[CH:19][CH:18]=1. Procedure: Activated molecular sieves (3.8 g) 4 Å were placed in an oven dried flask and cooled to room temperature under nitrogen. To the flask was charged with N-methoxy-N-methyl-1H-pyrrolo[2,3-b]pyridine-2-carboxamide (0.29 g, 1.4 mmol), (3-fluorophenyl)boronic acid (0.59 g, 4.2 mmol), cupric acetate (0.38 g, 2.1 mmol), methylene chloride (35 mL) and then pyridine (0.46 mL, 5.6 mmol). The reaction mixture was stirred at room temperature overnight. The mixture was filtered through a pad of Celite. The fi... Reactants: ClC=1SC(=CC1C(/C(/C(=O)OC)=N/NC1=CC=CC=C1)=O)CN1CCOCC1 (methyl (2Z)-3-(2-chloro-5-(4-morpholinylmethyl)-3-thienyl)-3-oxo-2-(phenylhydrazono)propanoate), [H-].[Na+] (NaH). The solvent is C1CCOC1 (THF). Reaction conditions: time 8 hour. Product: N1(CCOCC1)CC1=CC2=C(N(N=C(C2=O)C(=O)OC)C2=CC=CC=C2)S1 (Methyl 6-(4-Morpholinylmethyl)-4-oxo-1-phenyl-1,4-dihydrothieno[2,3-c]-pyridazine-3-carboxylate). Yield: 15.6%. As a reaction SMILES: Cl[C:2]1[S:3][C:4]([CH2:22][N:23]2[CH2:28][CH2:27][O:26][CH2:25][CH2:24]2)=[CH:5][C:6]=1[C:7](=[O:21])/[C:8](=[N:13]/[NH:14][C:15]1[CH:20]=[CH:19][CH:18]=[CH:17][CH:16]=1)/[C:9]([O:11][CH3:12])=[O:10].[H-].[Na+]>C1COCC1>[N:23]1([CH2:22][C:4]2[S:3][C:2]3[N:14]([C:15]4[CH:20]=[CH:19][CH:18]=[CH:17][CH:16]=4)[N:13]=[C:8]([C:9]([O:11][CH3:12])=[O:10])[C:7](=[O:21])[C:6]=3[CH:5]=2)[CH2:28][CH2:27][O:26][CH2:25][CH2:24]1 |f:1.2|. Procedure: To a solution of methyl (2Z)-3-(2-chloro-5-(4-morpholinylmethyl)-3-thienyl)-3-oxo-2-(phenylhydrazono)propanoate (Preparation 65, 2.67 g) in dry THF (150 mL) is added NaH (0.43 g; 60% dispersion in mineral oil) portionwise at ambient temperature. The reaction is continued overnight and the solvent is removed in vacuo. Water (50 mL) is added to residue and the aqueous layer is extracted with EtOAc (3×50 mL). The organic layer is separated, dried over MgSO4, filtered, and concentrated in vacuo. The... Starting materials: NC1=CC(=C(C(=O)NCC2CCN(CC2)CCCCCCN)C=C1Cl)OC (4-Amino-N-(1-(6-aminohexyl)piperidin-4-ylmethyl)-5-chloro-2-methoxybenzamide), C1(=CC=CC=C1)N=C=O (phenyl isocyanate). The solvent is CN(C=O)C (dimethylformamide), C(Cl)Cl (methylene chloride). Run at time 12 hour. Yields the product C(C1=CC=CC=C1)(=O)N (benzamide). RXN SMILES: N[C:2]1[C:24](Cl)=[CH:23][C:5]([C:6]([NH:8]CC2CCN(CCCCCCN)CC2)=[O:7])=[C:4](OC)[CH:3]=1.C1(N=C=O)C=CC=CC=1>CN(C)C=O.C(Cl)Cl>[C:6]([NH2:8])(=[O:7])[C:5]1[CH:23]=[CH:24][CH:2]=[CH:3][CH:4]=1. Reported procedure: 4-Amino-N-(1-(6-aminohexyl)piperidin-4-ylmethyl)-5-chloro-2-methoxybenzamide (1.00 g) was dissolved in dimethylformamide (15 ml). A solution of phenyl isocyanate (0.30 ml) in methylene chloride was dropwise added under ice-cooling. The mixture was stirred at room temperature for 12 hr. and the reaction mixture was concentrated under reduced pressure. The obtained residue was purified by silica gel chromatography to give 0.30 g of 4-amino-5-chloro-2-methoxy-N-(1-(6-phenylureido)hexyl)piperidin-4-... The reactants are CC(=Cc1ccc(C)cc1)CBr, CCOC(C)=O, CCCCCC, Cc1cc(O)c(C)c(C)c1NC=O. Yields the product CC(=Cc1ccc(C)cc1)COc1cc(C)c(NC=O)c(C)c1C. Reaction SMILES: [Br:14][CH2:15][C:16](=[CH:17][c:18]1[cH:19][cH:20][c:21]([CH3:24])[cH:22][cH:23]1)[CH3:25].[C:32]([O:33][CH2:34][CH3:35])(=[O:36])[CH3:37].[CH3:26][CH2:27][CH2:28][CH2:29][CH2:30][CH3:31].[OH:1][c:2]1[c:3]([CH3:13])[c:4]([CH3:12])[c:5]([NH:9][CH:10]=[O:11])[c:6]([CH3:8])[cH:7]1>>[O:1]([c:2]1[c:3]([CH3:13])[c:4]([CH3:12])[c:5]([NH:9][CH:10]=[O:11])[c:6]([CH3:8])[cH:7]1)[CH2:15][C:16](=[CH:17][c:18]1[cH:19][cH:20][c:21]([CH3:24])[cH:22][cH:23]1)[CH3:25]. The reactants are CCN(C(C)C)C(C)C, CS(=O)(=O)Cl, CS(=O)(=O)O, ClCCl, O, COc1ccc2c(c1)OC(=O)CC2(CCCO)c1c[nH]cn1. Product: COc1ccc2c(c1)OC(=O)CC21CCCn2cncc21. RXN SMILES: [CH2:23]([N:24]([CH:25]([CH3:26])[CH3:27])[CH:28]([CH3:29])[CH3:30])[CH3:31].[CH3:32][S:33](=[O:34])(=[O:35])[Cl:36].[CH3:37][S:38]([OH:39])(=[O:40])=[O:41].[Cl:42][CH2:43][Cl:44].[OH2:45].[OH:1][CH2:2][CH2:3][CH2:4][C:5]1([c:18]2[n:19][cH:20][nH:21][cH:22]2)[CH2:6][C:7](=[O:17])[O:8][c:9]2[cH:10][c:11]([O:15][CH3:16])[cH:12][cH:13][c:14]21>>[CH2:2]1[CH2:3][CH2:4][C:5]2([CH2:6][C:7](=[O:17])[O:8][c:9]3[cH:10][c:11]([O:15][CH3:16])[cH:12][cH:13][c:14]32)[c:18]2[n:19]1[cH:20][n:21][cH:22]2. Starting materials: COC(=O)c1ccc(CN(Cc2nccn2C)C(=O)OC(C)(C)C)c2ccccc12, C1CCOC1, CO, [Na+], [OH-]. The product is Cn1ccnc1CN(Cc1ccc(C(=O)O)c2ccccc12)C(=O)OC(C)(C)C. Reaction SMILES: [C:1](=[O:2])([O:3][C:4]([CH3:5])([CH3:6])[CH3:7])[N:8]([CH2:9][c:10]1[n:11]([CH3:15])[cH:12][cH:13][n:14]1)[CH2:16][c:17]1[cH:18][cH:19][c:20]([C:27](=[O:28])[O:29][CH3:30])[c:21]2[cH:22][cH:23][cH:24][cH:25][c:26]12.[CH2:33]1[O:34][CH2:35][CH2:36][CH2:37]1.[CH3:38][OH:39].[Na+:32].[OH-:31]>>[C:1](=[O:2])([O:3][C:4]([CH3:5])([CH3:6])[CH3:7])[N:8]([CH2:9][c:10]1[n:11]([CH3:15])[cH:12][cH:13][n:14]1)[CH2:16][c:17]1[cH:18][cH:19][c:20]([C:27](=[O:28])[OH:29])[c:21]2[cH:22][cH:23][cH:24][cH:25][c:26]12.